Dataset: the Open Reaction Database (ORD), a public repository of structured organic reaction records. Task: describe an organic reaction: reactants, conditions, products, and yield Reactants: C1CNCCN1, CN(C)C=O, CSc1nn2c(Cl)cc(C)nc2c1S(=O)(=O)c1ccccc1. Product: CSc1nn2c(N3CCNCC3)cc(C)nc2c1S(=O)(=O)c1ccccc1. As a reaction SMILES: [CH2:1]1[CH2:2][NH:3][CH2:4][CH2:5][NH:6]1.[O:29]=[CH:30][N:31]([CH3:32])[CH3:33].[c:7]1([S:13](=[O:14])(=[O:15])[c:16]2[c:17]([S:27][CH3:28])[n:18][n:19]3[c:20]2[n:21][c:22]([CH3:26])[cH:23][c:24]3[Cl:25])[cH:8][cH:9][cH:10][cH:11][cH:12]1>>[CH2:1]1[CH2:2][N:3]([c:24]2[n:19]3[n:18][c:17]([S:27][CH3:28])[c:16]([S:13]([c:7]4[cH:8][cH:9][cH:10][cH:11][cH:12]4)(=[O:14])=[O:15])[c:20]3[n:21][c:22]([CH3:26])[cH:23]2)[CH2:4][CH2:5][NH:6]1. Product: BrC=1C=C(OC=2C=C(C=CC2Cl)CC#N)C=CC1 ([3-(3-Bromo-phenoxy)-4-chloro-phenyl]-acetonitrile). Reactants: OC=1C=C(C=CC1C)CC#N (3-hydroxy-4-methylphenylacetonitrile), BrC=1C=C(C=CC1)B(O)O (3-bromobenzeneboronic acid), C(Cl)Cl (CH2Cl2), N1=CC=CC=C1 (pyridine). Reported procedure: To a flask was charged with 3-hydroxy-4-methylphenylacetonitrile (32a; 0.92 g; 6.2 mmol), Cu(OAc)2 (1.3 g; 6.9 mmol), 3-bromobenzeneboronic acid (1.1 g; 5.5 mmol) and powdered 4 Å molecular sieves, was added CH2Cl2 (62 mL) followed by pyridine (2.5 mL; 31 mmol). The reaction was stirred at rt for 3 days. The suspension was filtered through a bed of CELITE®/silica gel and the solid washed with CH2Cl2. The combined filtrates were washed sequentially with 2N HCl (2×25 mL), NaHCO3 (25 mL), water and... RXN SMILES: [OH:1][C:2]1[CH:3]=[C:4]([CH2:9][C:10]#[N:11])[CH:5]=[CH:6][C:7]=1C.[Br:12][C:13]1[CH:14]=[C:15](B(O)O)[CH:16]=[CH:17][CH:18]=1.N1C=CC=CC=1.C(Cl)[Cl:29]>CC([O-])=O.CC([O-])=O.[Cu+2]>[Br:12][C:13]1[CH:14]=[C:15]([CH:16]=[CH:17][CH:18]=1)[O:1][C:2]1[CH:3]=[C:4]([CH2:9][C:10]#[N:11])[CH:5]=[CH:6][C:7]=1[Cl:29] |f:4.5.6|. Conditions: time 3 day. Reagents/catalysts: CC(=O)[O-].CC(=O)[O-].[Cu+2] (Cu(OAc)2).